describe an organic reaction: reactants, conditions, products, and yield From a dataset of the Open Reaction Database (ORD), a public repository of structured organic reaction records. The reactants are CC(=O)O, Cl, CCCCCOC1=C(c2ccccc2)C(CCC(=O)OCC)OC1=O, O. The product is CCCCCOC1=C(c2ccccc2)C(CCC(=O)O)OC1=O. As a reaction SMILES: [CH3:28][C:29](=[O:30])[OH:31].[ClH:26].[O:1]=[C:2]1[C:3]([O:20][CH2:21][CH2:22][CH2:23][CH2:24][CH3:25])=[C:4]([c:14]2[cH:15][cH:16][cH:17][cH:18][cH:19]2)[CH:5]([CH2:7][CH2:8][C:9](=[O:10])[O:11][CH2:12][CH3:13])[O:6]1.[OH2:27]>>[O:1]=[C:2]1[C:3]([O:20][CH2:21][CH2:22][CH2:23][CH2:24][CH3:25])=[C:4]([c:14]2[cH:15][cH:16][cH:17][cH:18][cH:19]2)[CH:5]([CH2:7][CH2:8][C:9](=[O:10])[OH:11])[O:6]1. Starting materials: C1CCOC1, CO, COc1ccc2nc(S(C)(=O)=O)ccc2c1Sc1ccc(F)cc1F, O. The product is COc1ccc2nc(S(C)(=O)=O)ccc2c1S(=O)c1ccc(F)cc1F. As a reaction SMILES: [CH2:28]1[CH2:31][CH2:30][CH2:29][O:32]1.[CH3:26][OH:27].[F:1][c:2]1[c:3]([S:9][c:10]2[c:11]3[cH:12][cH:13][c:14]([S:22](=[O:23])(=[O:24])[CH3:25])[n:15][c:16]3[cH:17][cH:18][c:19]2[O:20][CH3:21])[cH:4][cH:5][c:6]([F:8])[cH:7]1.[OH2:33]>>[F:1][c:2]1[c:3]([S:9]([c:10]2[c:11]3[cH:12][cH:13][c:14]([S:22](=[O:23])(=[O:24])[CH3:25])[n:15][c:16]3[cH:17][cH:18][c:19]2[O:20][CH3:21])=[O:32])[cH:4][cH:5][c:6]([F:8])[cH:7]1. The reactants are [O-][n+]1c(CC(F)(F)F)cc(Br)cc1CC(F)(F)F, ClCCl, [Na+], [OH-], BrP(Br)Br. The product is FC(F)(F)Cc1cc(Br)cc(CC(F)(F)F)n1. RXN SMILES: [Br:1][c:2]1[cH:3][c:4]([CH2:14][C:15]([F:16])([F:17])[F:18])[n+:5]([O-:13])[c:6]([CH2:8][C:9]([F:10])([F:11])[F:12])[cH:7]1.[Cl:25][CH2:26][Cl:27].[Na+:24].[OH-:23].[P:19]([Br:20])([Br:21])[Br:22]>>[Br:1][c:2]1[cH:3][c:4]([CH2:14][C:15]([F:16])([F:17])[F:18])[n:5][c:6]([CH2:8][C:9]([F:10])([F:11])[F:12])[cH:7]1. As a reaction SMILES: [C:16](#[N:17])[NH:18][C:19]([O:20][c:21]1[cH:22][cH:23][cH:24][cH:25][cH:26]1)=[N:27][c:28]1[cH:29][cH:30][c:31]2[c:36]([cH:37]1)[C:35](=[O:38])[NH:34][C:33](=[O:39])[C:32]2([CH3:40])[CH3:41].[CH:42]([OH:43])([CH3:44])[CH3:45].[NH2:1][c:2]1[cH:3][c:4]2[c:5]([cH:14][cH:15]1)[C:6]([CH3:7])([CH3:8])[C:9](=[O:10])[NH:11][C:12]2=[O:13]>>[C:16](#[N:17])[NH:18][C:19](=[O:20])[NH:27][c:28]1[cH:29][cH:30][c:31]2[c:36]([cH:37]1)[C:35](=[O:38])[NH:34][C:33](=[O:39])[C:32]2([CH3:40])[CH3:41]. Product: CC1(C)C(=O)NC(=O)c2cc(NC(=O)NC#N)ccc21. Reactants: CC1(C)C(=O)NC(=O)c2cc(N=C(NC#N)Oc3ccccc3)ccc21, CC(C)O, CC1(C)C(=O)NC(=O)c2cc(N)ccc21. Reactants: CCc1c(C(=O)O)ccc(-c2ccccc2)c1S(C)(=O)=O, CCc1c(C(=O)OC)ccc(Br)c1S(C)(=O)=O, C[n+]1ccccc1Cl, CN1CCCC1=O, CCN(C(C)C)C(C)C, [Cl-], [Cl-], NC(N)=[NH2+], OB(O)c1ccccc1. Product: CCc1c(C(=O)N=C(N)N)ccc(-c2ccccc2)c1S(C)(=O)=O. RXN SMILES: [CH2:1]([CH3:2])[c:3]1[c:4]([C:5](=[O:6])[OH:7])[cH:8][cH:9][c:10](-[c:16]2[cH:17][cH:18][cH:19][cH:20][cH:21]2)[c:11]1[S:12](=[O:13])(=[O:14])[CH3:15].[CH2:22]([c:23]1[c:24]([S:25]([CH3:26])(=[O:27])=[O:28])[c:29]([Br:30])[cH:31][cH:32][c:33]1[C:34]([O:35][CH3:36])=[O:37])[CH3:38].[CH3:49][n+:50]1[cH:51][cH:52][cH:53][cH:54][c:55]1[Cl:56].[CH3:71][N:72]1[CH2:73][CH2:74][CH2:75][C:76]1=[O:77].[CH:62]([N:63]([CH:64]([CH3:65])[CH3:66])[CH2:67][CH3:68])([CH3:69])[CH3:70].[Cl-:48].[Cl-:57].[NH2:58][C:59]([NH2:60])=[NH2+:61].[OH:39][B:40]([c:41]1[cH:42][cH:43][cH:44][cH:45][cH:46]1)[OH:47]>>[CH2:1]([CH3:2])[c:3]1[c:4]([C:5](=[O:6])[N:58]=[C:59]([NH2:60])[NH2:61])[cH:8][cH:9][c:10](-[c:16]2[cH:17][cH:18][cH:19][cH:20][cH:21]2)[c:11]1[S:12](=[O:13])(=[O:14])[CH3:15].